The task is: describe an organic reaction: reactants, conditions, products, and yield. This data is from the Open Reaction Database (ORD), a public repository of structured organic reaction records. Reaction SMILES: [Br:2][c:3]1[c:4]([O:16][CH2:17][CH3:18])[cH:5][c:6]([C:7](=[O:8])[O:9][CH3:10])[cH:11][c:12]1[O:13][CH2:14][CH3:15].[C:19]([CH3:20])([CH3:21])([CH3:22])[O:23][C:24](=[O:25])[c:26]1[cH:27][c:28]([B:32]([OH:33])[OH:34])[cH:29][n:30][cH:31]1.[CH3:43][O:44][CH2:45][CH2:46][O:47][CH3:48].[K+:40].[K+:41].[K+:42].[OH2:1].[P:35]([O-:36])([O-:37])([O-:38])=[O:39]>>[c:3]1(-[c:28]2[cH:27][c:26]([C:24]([O:23][C:19]([CH3:20])([CH3:21])[CH3:22])=[O:25])[cH:31][n:30][cH:29]2)[c:4]([O:16][CH2:17][CH3:18])[cH:5][c:6]([C:7](=[O:8])[O:9][CH3:10])[cH:11][c:12]1[O:13][CH2:14][CH3:15]. Yields the product CCOc1cc(C(=O)OC)cc(OCC)c1-c1cncc(C(=O)OC(C)(C)C)c1. The reactants are CCOc1cc(C(=O)OC)cc(OCC)c1Br, CC(C)(C)OC(=O)c1cncc(B(O)O)c1, COCCOC, [K+], [K+], [K+], O, O=P([O-])([O-])[O-]. The reactants are COC(=O)C(=Cc1cccc2nonc12)[N+](=O)[O-], CC(=O)CC(=O)OC(C)C, Cl, [Na], C1COCCO1, O. The product is COC(=O)C(C(c1cccc2nonc12)C(C(C)=O)C(=O)OC(C)C)[N+](=O)[O-]. RXN SMILES: [CH3:1][O:2][C:3]([C:4](=[CH:5][c:6]1[cH:7][cH:8][cH:9][c:10]2[n:11][o:12][n:13][c:14]12)[N+:15](=[O:16])[O-:17])=[O:18].[CH:20]([CH3:21])([CH3:22])[O:23][C:24]([CH2:25][C:26](=[O:27])[CH3:28])=[O:29].[ClH:30].[Na:19].[O:31]1[CH2:32][CH2:33][O:34][CH2:35][CH2:36]1.[OH2:37]>>[CH3:1][O:2][C:3]([CH:4]([CH:5]([c:6]1[cH:7][cH:8][cH:9][c:10]2[n:11][o:12][n:13][c:14]12)[CH:25]([C:24]([O:23][CH:20]([CH3:21])[CH3:22])=[O:29])[C:26](=[O:27])[CH3:28])[N+:15](=[O:16])[O-:17])=[O:18]. Reactants: C(C)(=O)OC=CC1CC(N1)=O (4-(2-acetoxyvinyl)-azetidin-2-one), ethylacetate(EtOAc). The reagents and catalysts are [Pd] (Pd/C). Solvent: glass. Run at time 10 minute. Product: C(C)(=O)OCCC1CC(N1)=O (4-(2-acetoxyethyl)-azetidin-2-one). Yield: 101.9%. RXN SMILES: [C:1]([O:4][CH:5]=[CH:6][CH:7]1[NH:10][C:9](=[O:11])[CH2:8]1)(=[O:3])[CH3:2]>[Pd]>[C:1]([O:4][CH2:5][CH2:6][CH:7]1[NH:10][C:9](=[O:11])[CH2:8]1)(=[O:3])[CH3:2]. Procedure: A mixture of 4-(2-acetoxyvinyl)-azetidin-2-one (3.00 g), 10% Pd/C (0.15 g) and ethylacetate(EtOAc) (120 ml) is hydrogenated in a 500 ml glass bomb on a Parr shaker at an initial pressure of 39 psi. After shaking 10 mins (final pressure of 20 psi), the mixture is filtered through a pad of MgSO4 to remove the catalyst. The filtrate is concentrated in vacuo and the residue stripped with anhydrous benzene to provide 4-(2-acetoxyethyl)-azetidin-2-one (3.098 g) as a clear oil: ir(neat) 3.01, 5.66, 5.7...